From a dataset of the Open Reaction Database (ORD), a public repository of structured organic reaction records. describe an organic reaction: reactants, conditions, products, and yield Product: C(C=C)(=O)OCCCC (n-butyl acrylate). The reactants are N (ammonia), C(CCCCC(=O)NN)(=O)NN (adipic dihydrazide), C(CCCCC(=O)NN)(=O)NN (adipic dihydrazide). The solvent is O (water). RXN SMILES: N.C(NN)(=O)C[CH2:4][CH2:5][CH2:6][C:7](NN)=[O:8]>O>[C:7]([O:8][CH2:7][CH2:6][CH2:5][CH3:4])(=[O:8])[CH:6]=[CH2:5]. Conditions: time 40 minute. Procedure: In addition, as a further difference, feed stream 1 was metered in at a uniform rate over 5 minutes rather than 40 minutes, and feed stream 2 was metered in at a uniform rate over 125 minutes rather than 90 minutes. The additions of the 12.0 g of deionized water each took place following the ends of feed streams 1 and 2, and the additions of the aqueous ammonia solution took place at the same distance from the beginning of the reaction as in example 3, and, furthermore, instead of 40.9 g of a 13... Starting materials: FC=1C=C(C=CC1[N+](=O)[O-])O (3-fluoro-4-nitrophenol), C(C)(C)N(CC)C(C)C (diisopropyl ethylamine), C[Si](C)(C)C=[N+]=[N-] (trimethylsilyldiazomethane). Run in C(C)#N (acetonitrile), CO (methanol). Run at time 18 hour. The product is COC1=CC(=C(C=C1)[N+](=O)[O-])F (3-fluoro-4-nitrophenyl methyl ether). Yield: 100.0%. As a reaction SMILES: [F:1][C:2]1[CH:3]=[C:4]([OH:11])[CH:5]=[CH:6][C:7]=1[N+:8]([O-:10])=[O:9].[CH:12](N(C(C)C)CC)(C)C.C[Si](C=[N+]=[N-])(C)C>C(#N)C.CO>[CH3:12][O:11][C:4]1[CH:5]=[CH:6][C:7]([N+:8]([O-:10])=[O:9])=[C:2]([F:1])[CH:3]=1. Procedure details: A solution of 3-fluoro-4-nitrophenol (25 g, 0.159 mmol) in acetonitrile (500 mL) and methanol (500 mL) was treated with diisopropyl ethylamine (28 mL). The reaction mixture was cooled in an ice-bath and after 30 minutes, trimethylsilyldiazomethane was added dropwise. The mixture was stirred at room temperature for 18 hours then evaporated under vacuum to afford the product as an oil (29.4 g, 100%). MS (+ve ion electrospray) m/z 172 (MH+). The reactants are C(CCCCCCCCCC)C1=NC=C(C=N1)C1=CC(=C(C=C1)O)F (2-undecyl-5-(3-fluoro-4-hydroxyphenyl)pyrimidine), C(CCCC)(=O)O (valeric acid), C1(CCCCC1)N=C=NC1CCCCC1 (N,N'-dicyclohexylcarbodiimide), N1(CCCC1)C1=CC=NC=C1 (4-pyrrolidinopyridine). Solvent: ClCCl (dichloromethane). Yields the product C(CCCCCCCCCC)C1=NC=C(C=N1)C1=CC(=C(C=C1)OC(CCCC)=O)F (2-undecyl-5-(3-fluoro-4-pentanoyloxyphenyl)pyrimidine). The yield is 76.8%. Reaction SMILES: [CH2:1]([C:12]1[N:17]=[CH:16][C:15]([C:18]2[CH:23]=[CH:22][C:21]([OH:24])=[C:20]([F:25])[CH:19]=2)=[CH:14][N:13]=1)[CH2:2][CH2:3][CH2:4][CH2:5][CH2:6][CH2:7][CH2:8][CH2:9][CH2:10][CH3:11].[C:26](O)(=[O:31])[CH2:27][CH2:28][CH2:29][CH3:30].C1(N=C=NC2CCCCC2)CCCCC1.N1(C2C=CN=CC=2)CCCC1>ClCCl>[CH2:1]([C:12]1[N:17]=[CH:16][C:15]([C:18]2[CH:23]=[CH:22][C:21]([O:24][C:26](=[O:31])[CH2:27][CH2:28][CH2:29][CH3:30])=[C:20]([F:25])[CH:19]=2)=[CH:14][N:13]=1)[CH2:2][CH2:3][CH2:4][CH2:5][CH2:6][CH2:7][CH2:8][CH2:9][CH2:10][CH3:11]. Procedure details: In a 200 ml-round bottom flask, 2.00 g (5.81 mM) of 2-undecyl-5-(3-fluoro-4-hydroxyphenyl)pyrimidine, 0.60 g (5.87 mM) of valeric acid and 50 ml of dichloromethane were placed and dissolved. To the solution, 1.21 g (5.86 mM) of N,N'-dicyclohexylcarbodiimide and 0.10 g of 4-pyrrolidinopyridine were successively added under stirring at room temperature, followed by further stirring for 4 hours and 45 minutes at room temperature. After stirring, the mixture was left standing at room temperature to ... The reactants are N[C@H]1CSC2=C(N(C1=O)CC(=O)OC(C)(C)C)C=CC=C2 (tert-butyl 3(R)-amino-4-oxo-2,3,4,5-tetrahydro-1,5-benzothiazepine-5-acetate), C(C)(=O)O (acetic acid), C(C1=CC=CC=C1)OC(=O)N1CCC(CC1)CCCC(C(=O)OCC)=O (ethyl 5-(1-benzyloxycarbonyl-4-piperidyl)-2-oxovalerate), 3A, C(#N)[BH3-].[Na+] (sodium cyanoborohydride). The solvent is C(C)O (ethanol), C(C)O (ethanol). Run at time 20 minute. Product: C(C1=CC=CC=C1)OC(=O)N1CCC(CC1)CCC[C@H](C(=O)OCC)N[C@H]1CSC2=C(N(C1=O)CC(=O)OC(C)(C)C)C=CC=C2 (tert-butyl 3(R)-[4-(1-benzyloxycarbonyl-4-piperidyl)-1(R)-ethoxycarbonylbutyl]amino-4-oxo-2,3,4,5-tetrahydro-1,5-benzothiazepine-5-acetate). The yield is 9.0%. Reaction SMILES: [NH2:1][C@@H:2]1[C:8](=[O:9])[N:7]([CH2:10][C:11]([O:13][C:14]([CH3:17])([CH3:16])[CH3:15])=[O:12])[C:6]2[CH:18]=[CH:19][CH:20]=[CH:21][C:5]=2[S:4][CH2:3]1.C(O)(=O)C.[CH2:26]([O:33][C:34]([N:36]1[CH2:41][CH2:40][CH:39]([CH2:42][CH2:43][CH2:44][C:45](=O)[C:46]([O:48][CH2:49][CH3:50])=[O:47])[CH2:38][CH2:37]1)=[O:35])[C:27]1[CH:32]=[CH:31][CH:30]=[CH:29][CH:28]=1.C([BH3-])#N.[Na+]>C(O)C>[CH2:26]([O:33][C:34]([N:36]1[CH2:37][CH2:38][CH:39]([CH2:42][CH2:43][CH2:44][C@@H:45]([NH:1][C@@H:2]2[C:8](=[O:9])[N:7]([CH2:10][C:11]([O:13][C:14]([CH3:16])([CH3:17])[CH3:15])=[O:12])[C:6]3[CH:18]=[CH:19][CH:20]=[CH:21][C:5]=3[S:4][CH2:3]2)[C:46]([O:48][CH2:49][CH3:50])=[O:47])[CH2:40][CH2:41]1)=[O:35])[C:27]1[CH:28]=[CH:29][CH:30]=[CH:31][CH:32]=1 |f:3.4|. Procedure details: In 30 ml of ethanol is dissolved 2.1 g of tert-butyl 3(R)-amino-4-oxo-2,3,4,5-tetrahydro-1,5-benzothiazepine-5-acetate, and 0.4 g of acetic acid, 2.5 g of ethyl 5-(1-benzyloxycarbonyl-4-piperidyl)-2-oxovalerate and 10 g of Molecular sieve 3A are added to the solution. The mixture is stirred at room temperature for 20 minutes, and a solution of 0.4 g of sodium cyanoborohydride in 50 ml of ethanol is added dropwise to the mixture at room temperature with stirring over the period of 3 hours. The re... Starting materials: ClC1=CC=C(C(=N1)N[C@@H]1CC[C@H](CC1)O)[N+](=O)[O-] (trans-4-(6-chloro-3-nitropyridin-2-ylamino)cyclohexanol), FC(C(=O)[O-])(F)F (trifluoroacetate). Product: O[C@@H]1CC[C@H](CC1)NC1=C(C=CC(=N1)O)[N+](=O)[O-] (trans 6-(4-Hydroxycyclohexylamino)-5-nitropyridin-2-ol). As a reaction SMILES: Cl[C:2]1[N:7]=[C:6]([NH:8][C@H:9]2[CH2:14][CH2:13][C@H:12]([OH:15])[CH2:11][CH2:10]2)[C:5]([N+:16]([O-:18])=[O:17])=[CH:4][CH:3]=1.FC(F)(F)C([O-])=[O:22]>>[OH:15][C@H:12]1[CH2:13][CH2:14][C@H:9]([NH:8][C:6]2[N:7]=[C:2]([OH:22])[CH:3]=[CH:4][C:5]=2[N+:16]([O-:18])=[O:17])[CH2:10][CH2:11]1. Procedure: From trans-4-(6-chloro-3-nitropyridin-2-ylamino)cyclohexanol, trifluoroacetate, prepared in a similar manner as the one described in Example 1.3, Step B, the title compound was obtained. LCMS m/z=254.4 [M+H]+. Starting materials: O=C([O-])[O-], Clc1ncccn1, [K+], [K+], Nc1nccn2c(=S)[nH]c(-c3ccc4ccc(-c5ccccc5)nc4c3F)c12, CN(C)C=O. Yields the product Nc1nccn2c(Sc3ncccn3)nc(-c3ccc4ccc(-c5ccccc5)nc4c3F)c12. RXN SMILES: [C:36](=[O:37])([O-:38])[O-:39].[Cl:29][c:30]1[n:31][cH:32][cH:33][cH:34][n:35]1.[K+:40].[K+:41].[NH2:1][c:2]1[c:3]2[n:4]([cH:5][cH:6][n:7]1)[c:8](=[S:28])[nH:9][c:10]2-[c:11]1[cH:12][cH:13][c:14]2[cH:15][cH:16][c:17](-[c:22]3[cH:23][cH:24][cH:25][cH:26][cH:27]3)[n:18][c:19]2[c:20]1[F:21].[O:42]=[CH:43][N:44]([CH3:45])[CH3:46]>>[NH2:1][c:2]1[c:3]2[n:4]([cH:5][cH:6][n:7]1)[c:8]([S:28][c:30]1[n:31][cH:32][cH:33][cH:34][n:35]1)[n:9][c:10]2-[c:11]1[cH:12][cH:13][c:14]2[cH:15][cH:16][c:17](-[c:22]3[cH:23][cH:24][cH:25][cH:26][cH:27]3)[n:18][c:19]2[c:20]1[F:21]. Reactants: CCCCC1CCC(C(=O)O)CC1, Cc1ccccc1, Cl, O. Product: CCCCC1CCC(CO)CC1. As a reaction SMILES: [CH2:1]([CH2:2][CH2:3][CH3:4])[CH:5]1[CH2:6][CH2:7][CH:8]([C:11](=[O:12])[OH:13])[CH2:9][CH2:10]1.[CH3:14][c:15]1[cH:16][cH:17][cH:18][cH:19][cH:20]1.[ClH:21].[OH2:22]>>[CH2:1]([CH2:2][CH2:3][CH3:4])[CH:5]1[CH2:6][CH2:7][CH:8]([CH2:11][OH:12])[CH2:9][CH2:10]1. The product is COc1cc(NC(N)=O)c2c(c1)OC(C)C2. RXN SMILES: [CH3:1][O:2][c:3]1[cH:4][c:5]2[c:6]([c:11]([NH2:13])[cH:12]1)[CH2:7][CH:8]([CH3:10])[O:9]2.[ClH:18].[Na:14][O:15][C:16]#[N:17]>>[CH3:1][O:2][c:3]1[cH:4][c:5]2[c:6]([c:11]([NH:13][C:16](=[O:15])[NH2:17])[cH:12]1)[CH2:7][CH:8]([CH3:10])[O:9]2. Reactants: COc1cc(N)c2c(c1)OC(C)C2, Cl, N#CO[Na].